This data is from the Open Reaction Database (ORD), a public repository of structured organic reaction records. The task is: describe an organic reaction: reactants, conditions, products, and yield The reactants are C(C)(=O)OCC1=C(C=C(C=C1)C(=NC[Si](C)(C)C)SC)Br (2-bromo-4-[(methylsulfanyl){[(trimethysilyl)methyl]imino}methyl]benzyl acetate), ClC1=CC(=CC(=C1)C(=C)C(F)(F)F)Cl (1,3-dichloro-5-(3,3,3-trifluoroprop-1-en-2-yl)benzene), [F-].C(CCC)[N+](CCCC)(CCCC)CCCC (tetrabutylammonium fluoride). Run in COC(C)(C)C (t-butyl methyl ether), C1CCOC1 (THF). Product: C(C)(=O)OCC1=C(C=C(C=C1)C=1CC(CN1)(C(F)(F)F)C1=CC(=CC(=C1)Cl)Cl)Br (2-bromo-4-[3-(3,5-dichlorophenyl)-3-(trifluoromethyl)-3,4-dihydro-2H-pyrrol-5-yl]benzyl acetate). Yield: 93.2%. Reaction SMILES: [C:1]([O:4][CH2:5][C:6]1[CH:11]=[CH:10][C:9]([C:12](SC)=[N:13][CH2:14][Si](C)(C)C)=[CH:8][C:7]=1[Br:21])(=[O:3])[CH3:2].[Cl:22][C:23]1[CH:28]=[C:27]([C:29]([C:31]([F:34])([F:33])[F:32])=[CH2:30])[CH:26]=[C:25]([Cl:35])[CH:24]=1.[F-].C([N+](CCCC)(CCCC)CCCC)CCC>C1COCC1.COC(C)(C)C>[C:1]([O:4][CH2:5][C:6]1[CH:11]=[CH:10][C:9]([C:12]2[CH2:30][C:29]([C:27]3[CH:26]=[C:25]([Cl:35])[CH:24]=[C:23]([Cl:22])[CH:28]=3)([C:31]([F:32])([F:34])[F:33])[CH2:14][N:13]=2)=[CH:8][C:7]=1[Br:21])(=[O:3])[CH3:2] |f:2.3|. Procedure: Under argon atmosphere, a mixed solution of 2-bromo-4-[(methylsulfanyl){[(trimethysilyl)methyl]imino}methyl]benzyl acetate (0.90 g) and 1,3-dichloro-5-(3,3,3-trifluoroprop-1-en-2-yl)benzene (0.56 g) in THF was cooled to −5° C. to be stirred, and a solution of tetrabutylammonium fluoride (0.56 ml, of 1.0 M in THF) was added thereto gradually. The reaction mixture was stirred for 20 hours at room temperature. The reaction mixture was diluted with t-butyl methyl ether and washed with water and a sa... Starting materials: C(C1=CC=CC=C1)N1C[C@@H](N(C[C@H]1C)CC1=C2C(=NC(=C1)C1=CC=C(C=C1)O)N(N=C2C)C2OCCCC2)C (4-[4-((2S,5R)-4-benzyl-2,5-dimethyl-piperazin-1-ylmethyl)-3-methyl-1-(tetra-hydro-pyran-2-yl)-1H-pyrazolo[3,4-b]pyridin-6-yl]-phenol). Run in CO (methanol). Run at time 15 hour. Product: C[C@@H]1N(C[C@H](NC1)C)CC1=C2C(=NC(=C1)C1=CC=C(C=C1)O)NN=C2C (4-[4-((2S,5R)-2,5-Dimethyl-piperazin-1-ylmethyl)-3-methyl-1H-pyrazolo[3,4-b]pyridin-6-yl]-phenol). RXN SMILES: C([N:8]1[C@H:13]([CH3:14])[CH2:12][N:11]([CH2:15][C:16]2[CH:21]=[C:20]([C:22]3[CH:27]=[CH:26][C:25]([OH:28])=[CH:24][CH:23]=3)[N:19]=[C:18]3[N:29](C4CCCCO4)[N:30]=[C:31]([CH3:32])[C:17]=23)[C@@H:10]([CH3:39])[CH2:9]1)C1C=CC=CC=1>CO>[CH3:39][C@H:10]1[CH2:9][NH:8][C@H:13]([CH3:14])[CH2:12][N:11]1[CH2:15][C:16]1[CH:21]=[C:20]([C:22]2[CH:23]=[CH:24][C:25]([OH:28])=[CH:26][CH:27]=2)[N:19]=[C:18]2[NH:29][N:30]=[C:31]([CH3:32])[C:17]=12. Procedure details: 585 mg 4-[4-((2S,5R)-4-benzyl-2,5-dimethyl-piperazin-1-ylmethyl)-3-methyl-1-(tetra-hydro-pyran-2-yl)-1H-pyrazolo[3,4-b]pyridin-6-yl]-phenol were dissolved in 10 ml methanol and 5 ml of THF and purged with argon. 50 mg Palladium (10% on charcoal) were added and the mixture was hydrogenated at r.t. for 15 h. The catalyst was filtered off and the solvents were evaporated. The residue was taken up in ethyl acetate and 1N aqueous hydrochloric acid. The phases were separated and the aqueous phase was ... Reactants: Cl.Cl.[C@H]1(CCCN2CCCC[C@H]12)CN1CCC(CC1)NC(=O)C=1NC2=CC=CC(=C2C1)OCC1=COC2=C1C=C(C=C2)Cl (4-(5-chloro-benzofuran-3-ylmethoxy)-1H-indole-2-carboxylic acid {1-[(1S,9aR)-1-(octahydro-quinolizin-1-yl)methyl]-piperidin-4-yl}-amide dihydrochloride), Cl.Cl.Cl.N1(CCCCCC1)CCN1CCC(CC1)N (1-(2-Azepan-1-yl-ethyl)-piperidin-4-ylamine tri-hydrochloride). Yields the product N1(CCCCCC1)CCN1CCC(CC1)NC(=O)C=1NC2=CC=CC(=C2C1)OCC1=COC2=C1C=C(C=C2)Cl (4-(5-Chloro-benzofuran-3-ylmethoxy)-1H-indole-2-carboxylic acid [1-(2-azepan-1-yl-ethyl)-piperidin-4-yl]-amide). RXN SMILES: Cl.Cl.[C@H]1([CH2:13][N:14]2[CH2:19][CH2:18][CH:17]([NH:20][C:21]([C:23]3[NH:24][C:25]4[C:30]([CH:31]=3)=[C:29]([O:32][CH2:33][C:34]3[C:38]5[CH:39]=[C:40]([Cl:43])[CH:41]=[CH:42][C:37]=5[O:36][CH:35]=3)[CH:28]=[CH:27][CH:26]=4)=[O:22])[CH2:16][CH2:15]2)[C@@H]2N(CCCC2)CCC1.Cl.Cl.Cl.[N:47]1([CH2:54]CN2CCC(N)CC2)[CH2:53][CH2:52][CH2:51][CH2:50][CH2:49][CH2:48]1>>[N:47]1([CH2:54][CH2:13][N:14]2[CH2:15][CH2:16][CH:17]([NH:20][C:21]([C:23]3[NH:24][C:25]4[C:30]([CH:31]=3)=[C:29]([O:32][CH2:33][C:34]3[C:38]5[CH:39]=[C:40]([Cl:43])[CH:41]=[CH:42][C:37]=5[O:36][CH:35]=3)[CH:28]=[CH:27][CH:26]=4)=[O:22])[CH2:18][CH2:19]2)[CH2:53][CH2:52][CH2:51][CH2:50][CH2:49][CH2:48]1 |f:0.1.2,3.4.5.6|. Procedure: This compound is synthesized from 4-(5-chloro-benzofuran-3-ylmethoxy)-1H-indole-2-carboxylic acid (97, see example 42) and amine 5 analogously to the method described in example 1. Starting materials: COC(=O)c1ccccc1CBr, O=C([O-])[O-], CC#N, [K+], [K+], OCCc1ccc(O)cc1. Yields the product COC(=O)c1ccccc1COc1ccc(CCO)cc1. Reaction SMILES: [Br:11][CH2:12][c:13]1[c:14]([C:15](=[O:16])[O:17][CH3:18])[cH:19][cH:20][cH:21][cH:22]1.[C:23](=[O:24])([O-:25])[O-:26].[CH3:29][C:30]#[N:31].[K+:27].[K+:28].[OH:1][CH2:2][CH2:3][c:4]1[cH:5][cH:6][c:7]([OH:8])[cH:9][cH:10]1>>[OH:1][CH2:2][CH2:3][c:4]1[cH:5][cH:6][c:7]([O:8][CH2:12][c:13]2[c:14]([C:15](=[O:16])[O:17][CH3:18])[cH:19][cH:20][cH:21][cH:22]2)[cH:9][cH:10]1. Starting materials: OC(CCC(=O)[O-])C.[Na+] (sodium 4-hydroxypentanoate), CN(C=O)C (dimethyl formamide), C(C1=CC=CC=C1)Br (benzyl bromide). The reagents and catalysts are [Br-].C(CCC)[N+](CCCC)(CCCC)CCCC (tetrabutylammonium bromide). Solvent: O (water). Run at time 15 hour. The product is OC(CCC(=O)OCC1=CC=CC=C1)C (benzyl 4-hydroxypentanoate). Isolated yield 53.2%. RXN SMILES: [OH:1][CH:2]([CH3:8])[CH2:3][CH2:4][C:5]([O-:7])=[O:6].[Na+].CN(C)C=O.[CH2:15](Br)[C:16]1[CH:21]=[CH:20][CH:19]=[CH:18][CH:17]=1>[Br-].C([N+](CCCC)(CCCC)CCCC)CCC.O>[OH:1][CH:2]([CH3:8])[CH2:3][CH2:4][C:5]([O:7][CH2:15][C:16]1[CH:21]=[CH:20][CH:19]=[CH:18][CH:17]=1)=[O:6] |f:0.1,4.5|. Reported procedure: 80 g (0.57 mol) of sodium 4-hydroxypentanoate and 184.1 g (0.57 mol) of tetrabutylammonium bromide are suspended in 1.2 liters of abs. dimethyl formamide and the suspension is stirred for 15 minutes at room temperature. Then 67.8 ml (0.57 mol) of benzyl bromide are added dropwise and the reaction mixture is stirred for 15 hours at room temperature. The solution so obtained is diluted with water and extracted three times with ether. The organic phases are washed once with water and once with brin...